From a dataset of the Open Reaction Database (ORD), a public repository of structured organic reaction records. describe an organic reaction: reactants, conditions, products, and yield Reactants: CC(C(COC(=O)C1(CNCCC1)C(=O)OCC1=CC=CC=C1)=O)(C)C (piperidine-3,3-dicarboxylic acid 3-benzyl 3-(3,3-dimethyl-2-oxobutyl)ester), N(CCO)CCO (diethanolamine), FC1=C(C=CC(=C1)C1=NC(=NO1)C1=CC=C(CN(CCO)CCO)C=C1)C1=CC=CC=C1 (2-[{4-[5-(2-fluorobiphenyl-4-yl)-1,2,4-oxadiazole-3-yl]benzyl}(2-hydroxyethyl)amino]-ethanol), CC(C(COC(=O)C1(CNCCC1)C(=O)OCC1=CC=CC=C1)=O)(C)C (piperidine-3,3-dicarboxylic acid 3-benzyl 3-(3,3-dimethyl-2-oxobutyl)ester). Yields the product CC(C(COC(=O)C1(CCN(CC1)CC1=CC=C(C=C1)C1=NOC(=N1)C1=CC(=C(C=C1)C1=CC=CC=C1)F)C(=O)OCC1=CC=CC=C1)=O)(C)C (1-{4-[5-(2-fluorobiphenyl-4-yl)[1,2,4]oxadiazol-3-yl]benzyl}piperidine-4,4-dicarboxylic acid benzyl ester 3,3-dimethyl-2-oxobutyl ester). Reaction SMILES: [CH3:1][C:2]([CH3:26])([CH3:25])[C:3](=[O:24])[CH2:4][O:5][C:6]([C:8]1([C:14]([O:16][CH2:17][C:18]2[CH:23]=[CH:22][CH:21]=[CH:20][CH:19]=2)=[O:15])[CH2:13][CH2:12]CN[CH2:9]1)=[O:7].[F:27][C:28]1[CH:33]=[C:32]([C:34]2[O:38][N:37]=[C:36]([C:39]3[CH:52]=[CH:51][C:42]([CH2:43][N:44]([CH2:48]CO)CCO)=[CH:41][CH:40]=3)[N:35]=2)[CH:31]=[CH:30][C:29]=1[C:53]1[CH:58]=[CH:57][CH:56]=[CH:55][CH:54]=1.N(CCO)CCO>>[CH3:25][C:2]([CH3:1])([CH3:26])[C:3](=[O:24])[CH2:4][O:5][C:6]([C:8]1([C:14]([O:16][CH2:17][C:18]2[CH:19]=[CH:20][CH:21]=[CH:22][CH:23]=2)=[O:15])[CH2:13][CH2:12][N:44]([CH2:43][C:42]2[CH:51]=[CH:52][C:39]([C:36]3[N:35]=[C:34]([C:32]4[CH:31]=[CH:30][C:29]([C:53]5[CH:58]=[CH:57][CH:56]=[CH:55][CH:54]=5)=[C:28]([F:27])[CH:33]=4)[O:38][N:37]=3)=[CH:40][CH:41]=2)[CH2:48][CH2:9]1)=[O:7]. Procedure details: Condensation of piperidine-3,3-dicarboxylic acid 3-benzyl 3-(3,3-dimethyl-2-oxobutyl)ester onto 3-(4-chloromethylphenyl)-5-(2-fluorobiphenyl-4-yl)[1,2,4]oxadiazole is performed as described in step II for the preparation of 2-[{4-[5-(2-fluorobiphenyl-4-yl)-1,2,4-oxadiazole-3-yl]benzyl}(2-hydroxyethyl)amino]-ethanol, with piperidine-3,3-dicarboxylic acid 3-benzyl 3-(3,3-dimethyl-2-oxobutyl)ester replaced by diethanolamine. This procedures affords 1-{4-[5-(2-fluorobiphenyl-4-yl)[1,2,4]oxadiazol-3-...